This data is from the Open Reaction Database (ORD), a public repository of structured organic reaction records. The task is: describe an organic reaction: reactants, conditions, products, and yield Starting materials: C(C(C)(C)C)(=O)O[C@H]1[C@H](OC(C(C)(C)C)=O)[C@@H](OC(C(C)(C)C)=O)[C@H](OC(C(C)(C)C)=O)[C@H](O1)COC(C(C)(C)C)=O (1,2,3,4,6-penta-O-pivaloyl-β-D-glucopyranose), C1(=CC=CC=C1)S (thiophenol). Solvent: C(Cl)Cl (CH2Cl2). Run at time 4 hour. Product: C1(=CC=CC=C1)S[C@H]1[C@H](OC(C(C)(C)C)=O)[C@@H](OC(C(C)(C)C)=O)[C@H](OC(C(C)(C)C)=O)[C@H](O1)COC(C(C)(C)C)=O (1-deoxy-1-(phenylthio)-2,3,4,6-tetra-O-pivaloyl-β-D-glucopyranose). Yield: 81.8%. Reaction SMILES: C(O[C@@H:8]1[O:34][C@H:33]([CH2:35][O:36][C:37](=[O:42])[C:38]([CH3:41])([CH3:40])[CH3:39])[C@@H:25]([O:26][C:27](=[O:32])[C:28]([CH3:31])([CH3:30])[CH3:29])[C@H:17]([O:18][C:19](=[O:24])[C:20]([CH3:23])([CH3:22])[CH3:21])[C@H:9]1[O:10][C:11](=[O:16])[C:12]([CH3:15])([CH3:14])[CH3:13])(=O)C(C)(C)C.[C:43]1([SH:49])[CH:48]=[CH:47][CH:46]=[CH:45][CH:44]=1>C(Cl)Cl>[C:43]1([S:49][C@@H:8]2[O:34][C@H:33]([CH2:35][O:36][C:37](=[O:42])[C:38]([CH3:41])([CH3:40])[CH3:39])[C@@H:25]([O:26][C:27](=[O:32])[C:28]([CH3:29])([CH3:30])[CH3:31])[C@H:17]([O:18][C:19](=[O:24])[C:20]([CH3:21])([CH3:22])[CH3:23])[C@H:9]2[O:10][C:11](=[O:16])[C:12]([CH3:15])([CH3:13])[CH3:14])[CH:48]=[CH:47][CH:46]=[CH:45][CH:44]=1. Procedure details: To a solution of 43 (1.49 g, 2.49 mmol) in 50 mL CH2Cl2 is added thiophenol (0.64 mL, 686 mg, 6.22 mmol) followed by boron trifluoride diethyl ether complex (1.53 mL, 1.76 g, 12.45 mmol). The reaction mixture is stirred at room temperature for 4 h and quenched by the slow addition of 10 mL saturated NaHCO3 solution. The reaction mixture is diluted with 100 mL of CH2Cl2, washed with H2O (100 mL), saturated NaCl (100 mL), dried over Na2SO4, filtered, concentrated and purified by flash chromatograp...